The task is: describe an organic reaction: reactants, conditions, products, and yield. This data is from the Open Reaction Database (ORD), a public repository of structured organic reaction records. Reactants: Cl (hydrochloric acid), BrC=1C=C(C(=O)F)C=CC1F (3-bromo-4-fluoro-benzoyl fluoride), [BH4-].[Na+] (sodium tetrahydridoborate), ice water. Solvent: C(C)(C)O (isopropanol). Reaction conditions: time 30 minute. The product is BrC=1C=C(CO)C=CC1F (3-bromo-4-fluorobenzyl alcohol). Yield: 79.5%. RXN SMILES: [Br:1][C:2]1[CH:3]=[C:4]([CH:8]=[CH:9][C:10]=1[F:11])[C:5](F)=[O:6].[BH4-].[Na+].Cl>C(O)(C)C>[Br:1][C:2]1[CH:3]=[C:4]([CH:8]=[CH:9][C:10]=1[F:11])[CH2:5][OH:6] |f:1.2|. Procedure: 221 g (1 mol) of 3-bromo-4-fluoro-benzoyl fluoride were added dropwise to a mixture of 30.4 g (0.8 mol) of sodium tetrahydridoborate and 840 ml of isopropanol at 20°-25° C. in the course of 3 hours. The reaction mixture was stirred for about a further 30 minutes and then poured into 2 liters of ice-water. The pH was adjusted to 1 by adding concentrated hydrochloric acid, and the organic layer was then separated off. The aqueous phase was subsequently extracted with 200 ml of methylene chloride. ... The reactants are FC(S(=O)(=O)OC=1N=C2C(=CNC2=CC1)C1CCN(CC1)C)(F)F (O-Trifluoromethanesulfonyl-3-(1-methylpiperidin-4-yl)-5-hydroxy-4-aza-1H-indole), FC(C=1C=C(C=C(C1)C(F)(F)F)B(O)O)(F)F (3,5-di(trifluoromethyl)phenylboronic acid). The product is FC(C=1C=C(C=C(C1)C(F)(F)F)C=1N=C2C(=CNC2=CC1)C1CCN(CC1)C)(F)F (5-(3,5-Di(trifluoromethyl)phenyl)-3-(1-Methylpiperidin-4-yl)-4-Aza-1H-Indole). Isolated yield 90.7%. RXN SMILES: FC(F)(F)S(O[C:7]1[N:8]=[C:9]2[C:13](=[CH:14][CH:15]=1)[NH:12][CH:11]=[C:10]2[CH:16]1[CH2:21][CH2:20][N:19]([CH3:22])[CH2:18][CH2:17]1)(=O)=O.[F:25][C:26]([F:41])([F:40])[C:27]1[CH:28]=[C:29](B(O)O)[CH:30]=[C:31]([C:33]([F:36])([F:35])[F:34])[CH:32]=1>>[F:25][C:26]([F:40])([F:41])[C:27]1[CH:28]=[C:29]([C:7]2[N:8]=[C:9]3[C:13](=[CH:14][CH:15]=2)[NH:12][CH:11]=[C:10]3[CH:16]2[CH2:17][CH2:18][N:19]([CH3:22])[CH2:20][CH2:21]2)[CH:30]=[C:31]([C:33]([F:34])([F:35])[F:36])[CH:32]=1. Procedure: O-Trifluoromethanesulfonyl-3-(1-methylpiperidin-4-yl)-5-hydroxy-4-aza-1H-indole (160 mg, 0.441 mmol) and 3,5-di(trifluoromethyl)phenylboronic acid (183 mg, 0.71 mmol) were converted to 171 mg of the title compound by the procedure of Example 3. (91%). MS(FD) m/e 427.6 (M+). EA calculated for C21H19F6N3: C, 59.02; H, 4.45; N, 9.84. Found: C, 59.31; H, 4.69; N, 9.83.